Dataset: the Open Reaction Database (ORD), a public repository of structured organic reaction records. Task: describe an organic reaction: reactants, conditions, products, and yield The reactants are CCc1cn(C2CC(O)C(COS(=O)(=O)c3ccc(C)cc3)O2)c(=O)[nH]c1=O, SCc1ccccc1, CN(C)C=O, [H-], [Na+]. Product: CCc1cn(C2CC(O)C(CSCc3ccccc3)O2)c(=O)[nH]c1=O. RXN SMILES: [CH2:11]([CH3:12])[c:13]1[c:14](=[O:38])[nH:15][c:16](=[O:37])[n:17]([CH:18]2[CH2:19][CH:20]([OH:21])[CH:22]([CH2:23][O:24][S:25]([c:26]3[cH:27][cH:28][c:29]([CH3:30])[cH:31][cH:32]3)(=[O:33])=[O:34])[O:35]2)[cH:36]1.[CH2:1]([c:2]1[cH:3][cH:4][cH:5][cH:6][cH:7]1)[SH:8].[CH3:39][N:40]([CH3:41])[CH:42]=[O:43].[H-:9].[Na+:10]>>[CH2:1]([c:2]1[cH:3][cH:4][cH:5][cH:6][cH:7]1)[S:8][CH2:23][CH:22]1[CH:20]([OH:21])[CH2:19][CH:18]([n:17]2[c:16](=[O:37])[nH:15][c:14](=[O:38])[c:13]([CH2:11][CH3:12])[cH:36]2)[O:35]1. The reactants are FC1=CC=C(C=C1)N1N=NC=2C(N(CC(C21)C)CC(C)(O)C2=CC=C(C=C2)OC)C (1-(1-(4-fluorophenyl)-4,7-dimethyl-6,7-dihydro-1H-[1,2,3]triazolo[4,5-c]pyridin-5(4H)-yl)-2-(4-methoxyphenyl)propan-2-ol). Run in Cl (HCl), O1CCOCC1 (dioxane). Reaction conditions: temperature 90 celsius. Yields the product FC1=CC=C(C=C1)N1N=NC=2C(NCC(C21)C)C (1-(4-fluorophenyl)-4,7-dimethyl-4,5,6,7-tetrahydro-1H-[1,2,3]triazolo[4,5-c]pyridine). The yield is 92.3%. Reaction SMILES: [F:1][C:2]1[CH:7]=[CH:6][C:5]([N:8]2[C:16]3[CH:15]([CH3:17])[CH2:14][N:13](CC(C4C=CC(OC)=CC=4)(O)C)[CH:12]([CH3:30])[C:11]=3[N:10]=[N:9]2)=[CH:4][CH:3]=1>Cl.O1CCOCC1>[F:1][C:2]1[CH:3]=[CH:4][C:5]([N:8]2[C:16]3[CH:15]([CH3:17])[CH2:14][NH:13][CH:12]([CH3:30])[C:11]=3[N:10]=[N:9]2)=[CH:6][CH:7]=1. Reported procedure: The product of Example 238, Step 3 (90 mg, 0.22 mmol) was dissolved in a solution of HCl in dioxane (4M, 2 mL). The reaction was heated at 90° C. for 16 h. The solvent was removed in vacuo to afford the title compound (50 mg, 92%). MS (ESI) mass calcd. C13H15FN4, 246.10; m/z found, 247.16 [M+H]+. The reactants are [Al+3], C1CCOC1, CCOC(=O)c1cc2cc(F)ccc2[nH]1, [H-], [H-], [H-], [H-], [Li+]. Product: OCc1cc2cc(F)ccc2[nH]1. RXN SMILES: [Al+3:17].[CH2:22]1[O:23][CH2:24][CH2:25][CH2:26]1.[F:1][c:2]1[cH:3][c:4]2[cH:5][c:6]([C:11](=[O:12])[O:13][CH2:14][CH3:15])[nH:7][c:8]2[cH:9][cH:10]1.[H-:16].[H-:19].[H-:20].[H-:21].[Li+:18]>>[F:1][c:2]1[cH:3][c:4]2[cH:5][c:6]([CH2:11][OH:12])[nH:7][c:8]2[cH:9][cH:10]1. Starting materials: BrC=1C=C2C(=C(NC2=CC1)C(=O)OCC)S(=O)(=O)N1CCOCC1 (Ethyl 5-bromo-3-(morpholin-4-ylsulfonyl)-1H-indole-2-carboxylate), aqueous solution, [N+](=O)(O)[O-] (nitric acid), aqueous solution, [N+](=O)(O)[O-] (nitric acid). Solvent: S(O)(O)(=O)=O (sulfuric acid). Reaction conditions: temperature 0 celsius, time 10 minute. The product is BrC=1C(=C2C(=C(NC2=CC1)C(=O)OCC)S(=O)(=O)N1CCOCC1)[N+](=O)[O-] (Ethyl 5-bromo-4-nitro-3-(morpholin-4-ylsulfonyl)-1H-indole-2-carboxylate). RXN SMILES: [Br:1][C:2]1[CH:3]=[C:4]2[C:8](=[CH:9][CH:10]=1)[NH:7][C:6]([C:11]([O:13][CH2:14][CH3:15])=[O:12])=[C:5]2[S:16]([N:19]1[CH2:24][CH2:23][O:22][CH2:21][CH2:20]1)(=[O:18])=[O:17].[N+:25]([O-])([OH:27])=[O:26]>S(=O)(=O)(O)O>[Br:1][C:2]1[C:3]([N+:25]([O-:27])=[O:26])=[C:4]2[C:8](=[CH:9][CH:10]=1)[NH:7][C:6]([C:11]([O:13][CH2:14][CH3:15])=[O:12])=[C:5]2[S:16]([N:19]1[CH2:24][CH2:23][O:22][CH2:21][CH2:20]1)(=[O:17])=[O:18]. Procedure: Ethyl 5-bromo-3-(morpholin-4-ylsulfonyl)-1H-indole-2-carboxylate (56 mg, 0.13 mmol, 1.0 equiv) was dissolved in 3 mL of sulfuric acid and cooled to 0° C. A 1 mL aqueous solution of nitric acid (10 mg, 0.15 mmol, 1.15 equiv) was added dropwise and the reaction was stirred for 10 minutes at 0° C., after which an additional 1 mL aqueous solution of nitric acid (5 mg, 0.06 mmol, 0.5 equiv) was added dropwise. After stirring for 30 minutes, the reaction mixture was partitioned between ethyl acetate a... Starting materials: COC([C@H]1N(CC(C1)SC1=CC=C(C=C1)Br)C(=O)OC(C)(C)C)=O (4-(4′-bromophenylsulfanyl)-N-tert-butoxycarbonyl-proline methyl ester), C1=CC=C(C=2OC3=C(C21)C=CC=C3)C3=CC=C(C=C3)B(O)O ((4-Dibenzofuran-4-yl-phenyl)boronic acid), C(=O)([O-])[O-].[K+].[K+] (K2CO3). The reagents and catalysts are C=1C=CC(=CC1)[P](C=2C=CC=CC2)(C=3C=CC=CC3)[Pd]([P](C=4C=CC=CC4)(C=5C=CC=CC5)C=6C=CC=CC6)([P](C=7C=CC=CC7)(C=8C=CC=CC8)C=9C=CC=CC9)[P](C=1C=CC=CC1)(C=1C=CC=CC1)C=1C=CC=CC1 (Pd(PPh3)4). Run in C1(=CC=CC=C1)C (toluene), C(C)O (ethanol), C(C)(=O)OCC (ethyl acetate). Product: COC([C@H]1N(CC(C1)SC1=CC=C(C=C1)C1=CC=C(C=C1)C1=CC=CC2=C1OC1=C2C=CC=C1)C(=O)OC(C)(C)C)=O (4-(4′-dibenzofuran-4-yl-bipheny-4-ylsulfanyl)-N-tert-butoxycarbonyl-proline methyl ester). The yield is 70.7%. As a reaction SMILES: [CH3:1][O:2][C:3](=[O:24])[C@@H:4]1[CH2:8][CH:7]([S:9][C:10]2[CH:15]=[CH:14][C:13](Br)=[CH:12][CH:11]=2)[CH2:6][N:5]1[C:17]([O:19][C:20]([CH3:23])([CH3:22])[CH3:21])=[O:18].[CH:25]1[C:33]2[C:32]3[CH:34]=[CH:35][CH:36]=[CH:37][C:31]=3[O:30][C:29]=2[C:28]([C:38]2[CH:43]=[CH:42][C:41](B(O)O)=[CH:40][CH:39]=2)=[CH:27][CH:26]=1.C([O-])([O-])=O.[K+].[K+]>C1(C)C=CC=CC=1.C(O)C.C(OCC)(=O)C.C1C=CC([P]([Pd]([P](C2C=CC=CC=2)(C2C=CC=CC=2)C2C=CC=CC=2)([P](C2C=CC=CC=2)(C2C=CC=CC=2)C2C=CC=CC=2)[P](C2C=CC=CC=2)(C2C=CC=CC=2)C2C=CC=CC=2)(C2C=CC=CC=2)C2C=CC=CC=2)=CC=1>[CH3:1][O:2][C:3](=[O:24])[C@@H:4]1[CH2:8][CH:7]([S:9][C:10]2[CH:15]=[CH:14][C:13]([C:41]3[CH:42]=[CH:43][C:38]([C:28]4[C:29]5[O:30][C:31]6[CH:37]=[CH:36][CH:35]=[CH:34][C:32]=6[C:33]=5[CH:25]=[CH:26][CH:27]=4)=[CH:39][CH:40]=3)=[CH:12][CH:11]=2)[CH2:6][N:5]1[C:17]([O:19][C:20]([CH3:23])([CH3:22])[CH3:21])=[O:18] |f:2.3.4,^1:72,74,93,112|. Procedure details: A solution of 4-(4′-bromophenylsulfanyl)-N-tert-butoxycarbonyl-proline methyl ester (416 mg, 1 mmol), (4-Dibenzofuran-4-yl-phenyl)boronic acid (302 mg, 1.05 mmol), Pd(PPh3)4 (52 mg, 5% mol) in toluene (10 mL) and ethanol (2.5 mL) was heated until the solution became clear and subsequently treated with 2 M K2CO3 (1.5 mL). The reaction mixture was heated to reflux for 2 h, cooled to room temperature, diluted with ethyl acetate (100 mL). The organic layer was washed successively with 2% aq HCl and ...